This data is from the Open Reaction Database (ORD), a public repository of structured organic reaction records. The task is: describe an organic reaction: reactants, conditions, products, and yield Reaction conditions: temperature 52.5 celsius. Reported procedure: Finely ground NaBH4 (1 g) is added to a solution of 6,7-dichloro-4-cyclopropyl-4H-1,2,4-benzothiadiazine 1,1-dioxide from the Step above (1.9 g) in isopropanol (50 mL) and then heated at 50-55° C. for 5-10 minutes. The solvent is removed by evaporation under reduced pressure. The residue is taken up in water (50 mL) and brought to acid pH by adding 6N HCl. The title product is extracted with dichloromethane (3×30 mL). The organic phase is dried over MgSO4 and filtered. The filtrate is evaporated... Run in C(C)(C)O (isopropanol). Starting materials: [BH4-].[Na+] (NaBH4), ClC=1C(=CC2=C(N(C=NS2(=O)=O)C2CC2)C1)Cl (6,7-dichloro-4-cyclopropyl-4H-1,2,4-benzothiadiazine 1,1-dioxide). Product: ClC=1C(=CC2=C(N(CNS2(=O)=O)C2CC2)C1)Cl (6,7-dichloro-4-cyclopropyl-3,4-dihydro-2H-1,2,4-benzothiadiazine 1,1-dioxide). RXN SMILES: [BH4-].[Na+].[Cl:3][C:4]1[C:5]([Cl:19])=[CH:6][C:7]2[S:12](=[O:14])(=[O:13])[N:11]=[CH:10][N:9]([CH:15]3[CH2:17][CH2:16]3)[C:8]=2[CH:18]=1>C(O)(C)C>[Cl:3][C:4]1[C:5]([Cl:19])=[CH:6][C:7]2[S:12](=[O:14])(=[O:13])[NH:11][CH2:10][N:9]([CH:15]3[CH2:16][CH2:17]3)[C:8]=2[CH:18]=1 |f:0.1|. The reactants are COC=1C=C2C=CC(=CC2=CC1)C(C(=O)OC)C (methyl 2-(6-methoxy-2-naphthyl)propionate), CO.[OH-].[K+].O (methanol potassium hydroxide water). Run in O (water). Yields the product COC=1C=C2C=CC(=CC2=CC1)C(C(=O)O)C (2-(6-methoxy-2-naphthyl)propionic acid). RXN SMILES: [CH3:1][O:2][C:3]1[CH:4]=[C:5]2[C:10](=[CH:11][CH:12]=1)[CH:9]=[C:8]([CH:13]([CH3:18])[C:14]([O:16]C)=[O:15])[CH:7]=[CH:6]2.CO.[OH-].[K+].O>O>[CH3:1][O:2][C:3]1[CH:4]=[C:5]2[C:10](=[CH:11][CH:12]=1)[CH:9]=[C:8]([CH:13]([CH3:18])[C:14]([OH:16])=[O:15])[CH:7]=[CH:6]2 |f:1.2.3.4|. Procedure details: The oil, 1,1-dimethoxy-1-(6-methoxy-2-naphthyl)prop-2-yl methanesulfonate, from Example 6 and 4.9 g of sodium acetate is dissolved in 200 ml of glacial acetic acid. The mixture is heated to 90°-100° C. and maintained at that temperature for approximately 3 hours. An additional 3.8 g of sodium acetate is added to the reaction mixture and the mixture is stirred for an additional three hours. The reaction mixture then is heated to 100° C. where it is held for an additional three hours. After that t...